Dataset: the Open Reaction Database (ORD), a public repository of structured organic reaction records. Task: describe an organic reaction: reactants, conditions, products, and yield The reactants are CCCCCCCCCCOc1cc2ccccc2cc1C(=O)N[O-], CC#N, [Na+], O=C=O. Product: CCCCCCCCCCOc1cc2ccccc2cc1N. RXN SMILES: [CH2:1]([CH2:2][CH2:3][CH2:4][CH2:5][CH2:6][CH2:7][CH2:8][CH2:9][CH3:10])[O:11][c:12]1[c:13]([C:22]([NH:23][O-:24])=[O:25])[cH:14][c:15]2[cH:16][cH:17][cH:18][cH:19][c:20]2[cH:21]1.[CH3:30][C:31]#[N:32].[Na+:26].[O:27]=[C:28]=[O:29]>>[CH2:1]([CH2:2][CH2:3][CH2:4][CH2:5][CH2:6][CH2:7][CH2:8][CH2:9][CH3:10])[O:11][c:12]1[c:13]([NH2:32])[cH:14][c:15]2[cH:16][cH:17][cH:18][cH:19][c:20]2[cH:21]1. The reactants are CN(CC(=O)O)NC(=O)NCc1cccc2ccccc12, CCOC(OCC)C(C)N(Cc1cccc2cccnc12)C(=O)C(N)CCCCNC(=O)OC(C)(C)C. Yields the product CCOC(OCC)C(C)N(Cc1cccc2cccnc12)C(=O)C(CCCCNC(=O)OC(C)(C)C)NC(=O)CN(C)NC(=O)NCc1cccc2ccccc12. As a reaction SMILES: [CH3:1][N:2]([NH:3][C:4]([NH:5][CH2:6][c:7]1[cH:8][cH:9][cH:10][c:11]2[cH:12][cH:13][cH:14][cH:15][c:16]12)=[O:17])[CH2:18][C:19](=[O:20])[OH:21].[NH2:22][CH:23]([CH2:24][CH2:25][CH2:26][CH2:27][NH:28][C:29]([O:30][C:31]([CH3:32])([CH3:33])[CH3:34])=[O:35])[C:36](=[O:37])[N:38]([CH2:39][c:40]1[cH:41][cH:42][cH:43][c:44]2[cH:45][cH:46][cH:47][n:48][c:49]12)[CH:50]([CH:51]([O:52][CH2:53][CH3:54])[O:55][CH2:56][CH3:57])[CH3:58]>>[CH3:1][N:2]([NH:3][C:4]([NH:5][CH2:6][c:7]1[cH:8][cH:9][cH:10][c:11]2[cH:12][cH:13][cH:14][cH:15][c:16]12)=[O:17])[CH2:18][C:19](=[O:21])[NH:22][CH:23]([CH2:24][CH2:25][CH2:26][CH2:27][NH:28][C:29]([O:30][C:31]([CH3:32])([CH3:33])[CH3:34])=[O:35])[C:36](=[O:37])[N:38]([CH2:39][c:40]1[cH:41][cH:42][cH:43][c:44]2[cH:45][cH:46][cH:47][n:48][c:49]12)[CH:50]([CH:51]([O:52][CH2:53][CH3:54])[O:55][CH2:56][CH3:57])[CH3:58]. The reactants are C#CCCCCC (1-heptyne), [Si](C)(C)(C)N=[N+]=[N-] (Me3SiN3). Run in CCOCC (Et2O), CCOCC (Et2O). Reaction conditions: temperature 155 celsius. Yields the product C(CCCC)C=1N=NNC1 (4-n-pentyl-1,2,3-triazole). RXN SMILES: [CH:1]#[C:2][CH2:3][CH2:4][CH2:5][CH2:6][CH3:7].[Si]([N:12]=[N+:13]=[N-:14])(C)(C)C>CCOCC>[CH2:5]([C:6]1[N:12]=[N:13][NH:14][CH:7]=1)[CH2:4][CH2:3][CH2:2][CH3:1]. Reported procedure: ##STR10## 1-heptyne (9.6 g) and Me3SiN3 (7.8 g) were sealed into a heavy-walled glass reactor at -70° C. and 0.6 mm Hg. The mixture was heated at 155° C. for 48 hrs., cooled and dissolved in Et2O. The Et2O was treated exactly as in Example 2. The product was distilled, bp 89-94/0.2 mm to give 7.2 g (76%) water white liquid whose NMR spectrum and elemental analysis confirm its structure.